Dataset: the Open Reaction Database (ORD), a public repository of structured organic reaction records. Task: describe an organic reaction: reactants, conditions, products, and yield Reactants: NC(C(=O)O)CC=1C(=NOC1C(=O)O)OCC ((RS)-2-amino-3-(5-carboxy-3-ethoxyisoxazol-4-yl)propionic acid), Cl (HCl), C(C)O (ethanol). The product is NC(C(=O)OCC)CC=1C(=NOC1C(=O)O)OCC (ethyl (RS)-2-amino-3-(5-carboxy-3-ethoxyisoxazol-4-yl)propionate). As a reaction SMILES: [NH2:1][CH:2]([CH2:6][C:7]1[C:8]([O:15][CH2:16][CH3:17])=[N:9][O:10][C:11]=1[C:12]([OH:14])=[O:13])[C:3]([OH:5])=[O:4].Cl.[CH2:19](O)[CH3:20]>>[NH2:1][CH:2]([CH2:6][C:7]1[C:8]([O:15][CH2:16][CH3:17])=[N:9][O:10][C:11]=1[C:12]([OH:14])=[O:13])[C:3]([O:5][CH2:19][CH3:20])=[O:4]. Reported procedure: A mixture of (RS)-2-amino-3-(5-carboxy-3-ethoxyisoxazol-4-yl)propionic acid (2.0 g, 8.2 mmol) and a solution of HCl in ethanol (35 mL) was boiled under reflux for 3 h to give ethyl (RS)-2-amino-3-(5-carboxy-3-ethoxyisoxazol-4-yl)propionate. Ethyl (RS)-2-Amino-3-(5-carboxy-3-ethoxyisoxazol-4-yl)propionate (0.6 g) was added a dilute solution of NaOH, and the aqueous phase was extracted with ethyl acetate. The organic extracts were washed with brine, dried (MgSO4), filtered and evaporated to drynes...